Dataset: the Open Reaction Database (ORD), a public repository of structured organic reaction records. Task: describe an organic reaction: reactants, conditions, products, and yield Reactants: CC(C)(C)OC(=O)N1CCN(C(CN)c2ccccc2F)CC1, CCOC(=O)Cl. Yields the product CCOC(=O)NCC(c1ccccc1F)N1CCN(C(=O)OC(C)(C)C)CC1. RXN SMILES: [C:1]([CH3:2])([CH3:3])([CH3:4])[O:5][C:6](=[O:7])[N:8]1[CH2:9][CH2:10][N:11]([CH:14]([CH2:15][NH2:16])[c:17]2[c:18]([F:23])[cH:19][cH:20][cH:21][cH:22]2)[CH2:12][CH2:13]1.[Cl:24][C:25](=[O:26])[O:27][CH2:28][CH3:29]>>[C:1]([CH3:2])([CH3:3])([CH3:4])[O:5][C:6](=[O:7])[N:8]1[CH2:9][CH2:10][N:11]([CH:14]([CH2:15][NH:16][C:25](=[O:26])[O:27][CH2:28][CH3:29])[c:17]2[c:18]([F:23])[cH:19][cH:20][cH:21][cH:22]2)[CH2:12][CH2:13]1. Reaction SMILES: FC(F)(F)C(O)=O.C([O:12][C:13]([C@@:15]12[CH2:22][C:21](=[CH2:23])[CH2:20][C@@H:19]1[C:18](=[O:24])[N:17]([C@@H:25]([C:27]1[CH:32]=[CH:31][CH:30]=[CH:29][CH:28]=1)[CH3:26])[CH2:16]2)=[O:14])(C)(C)C>ClCCl>[CH2:23]=[C:21]1[CH2:22][C@:15]2([C:13]([OH:14])=[O:12])[C@@H:19]([C:18](=[O:24])[N:17]([C@@H:25]([C:27]3[CH:32]=[CH:31][CH:30]=[CH:29][CH:28]=3)[CH3:26])[CH2:16]2)[CH2:20]1. Reported procedure: Trifluoroacetic acid (26.0 ml) was added to a solution of [(1S,5S)-7-methylene-4-oxo-3-[(1R)-1-phenylethyl]-3-aza-bicyclo[3.3.0]octan-1-yl]carboxylic acid tert-butyl ester (2.47 g, 8.66 mmol) in dichloromethane (26.0 ml) with stirring under ice-cooling, and the mixture was stirred at room temperature for one hour. The reaction solution was concentrated under reduced pressure, and trifluoroacetic acid was azeotropically distilled with toluene (×3). A 1 mol/l sodium hydroxide solution (15.0 ml) wa... Reactants: FC(C(=O)O)(F)F (Trifluoroacetic acid), C(C)(C)(C)OC(=O)[C@@]12CN(C([C@H]2CC(C1)=C)=O)[C@H](C)C1=CC=CC=C1 ([(1S,5S)-7-methylene-4-oxo-3-[(1R)-1-phenylethyl]-3-aza-bicyclo[3.3.0]octan-1-yl]carboxylic acid tert-butyl ester). The product is C=C1C[C@@H]2C(N(C[C@@]2(C1)C(=O)O)[C@H](C)C1=CC=CC=C1)=O ([(1S,5S)-7-Methylene-4-oxo-3-[(1R)-1-phenylethyl]-3-azabicyclo[3.3.0]octan-1-yl]carboxylic acid). The solvent is ClCCl (dichloromethane). The yield is 87.0%. Reactants: C(=O)(OC(C)(C)C)N1CCNCC1 (N-BOC piperazine), CN(C)C1=CC=CC2=C1C(=CC=C2)N(C)C (Proton Sponge), N1=C(Cl)N=C(Cl)N=C1Cl (cyanuric chloride), N1=C(Cl)N=C(Cl)N=C1Cl (cyanuric chloride). The solvent is C(Cl)Cl (DCM), C(Cl)Cl (DCM). Conditions: time 2 hour. The product is C(C)(C)(C)OC(=O)N1CCN(CC1)C1=NC(=NC(=N1)Cl)Cl (tert-butyl-4-(4,6-dichloro-1,3,5-triazin-2-yl)-1-piperazinecarboxylate). The yield is 88.7%. Reaction SMILES: [N:1]1[C:8]([Cl:9])=[N:7][C:5]([Cl:6])=[N:4][C:2]=1Cl.[C:10]([N:17]1[CH2:22][CH2:21][NH:20][CH2:19][CH2:18]1)([O:12][C:13]([CH3:16])([CH3:15])[CH3:14])=[O:11].CN(C1C2C(N(C)C)=CC=CC=2C=CC=1)C>C(Cl)Cl>[C:13]([O:12][C:10]([N:17]1[CH2:22][CH2:21][N:20]([C:2]2[N:1]=[C:8]([Cl:9])[N:7]=[C:5]([Cl:6])[N:4]=2)[CH2:19][CH2:18]1)=[O:11])([CH3:16])([CH3:14])[CH3:15]. Procedure: A stirred solution of 5.3 g (29.0 mmol) of cyanuric chloride in 200 mL of DCM was cooled to −10° C. A solution of 5.3 g (29.0 mmol, 1.0 equiv.) of N-BOC piperazine and 6.2 g (29.0 mmo, 1.0 equiv.) of Proton Sponge® in 40 mL of DCM was then added dropwise over 20 min. to the cyanuric chloride solution. The resulting mixture was allowed to warm to RT and stirred 2 h. The reaction mixture was quenched by pouring into 150 mL of a 5% aqueous citric acid solution and extracted with DCM (2×100 mL). The... Starting materials: COc1cc2c(Nc3c(Cl)ccc4ccoc34)ncnc2cc1OCCC1CCN(C(=O)OC(C)(C)C)CC1, ClCCl, O=C(O)C(F)(F)F. Yields the product COc1cc2c(Nc3c(Cl)ccc4ccoc34)ncnc2cc1OCCC1CCNCC1. RXN SMILES: [C:1]([O:2][C:3](=[O:4])[N:8]1[CH2:9][CH2:10][CH:11]([CH2:14][CH2:15][O:16][c:17]2[c:18]([O:38][CH3:39])[cH:19][c:20]3[c:21]([NH:27][c:28]4[c:29]([Cl:37])[cH:30][cH:31][c:32]5[cH:33][cH:34][o:35][c:36]45)[n:22][cH:23][n:24][c:25]3[cH:26]2)[CH2:12][CH2:13]1)([CH3:5])([CH3:6])[CH3:7].[CH2:47]([Cl:48])[Cl:49].[OH:40][C:41]([C:42]([F:43])([F:44])[F:45])=[O:46]>>[NH:8]1[CH2:9][CH2:10][CH:11]([CH2:14][CH2:15][O:16][c:17]2[c:18]([O:38][CH3:39])[cH:19][c:20]3[c:21]([NH:27][c:28]4[c:29]([Cl:37])[cH:30][cH:31][c:32]5[cH:33][cH:34][o:35][c:36]45)[n:22][cH:23][n:24][c:25]3[cH:26]2)[CH2:12][CH2:13]1. Starting materials: C(C)OCC(CO)NC(OC(C)(C)C)=O (tert-butyl (1-ethoxy-3-hydroxypropan-2-yl)carbamate), CS(=O)(=O)Cl (methanesulfonylchloride). The solvent is C(Cl)Cl (DCM). Product: CS(=O)(=O)OCC(COCC)NC(=O)OC(C)(C)C (2-[(tert-butoxycarbonyl)amino]-3-ethoxypropyl methanesulfonate). Procedure: To a solution of tert-butyl (1-ethoxy-3-hydroxypropan-2-yl)carbamate (2.2 g, 9.4 mmol) in DCM (40 mL) was added methanesulfonylchloride (2.10 g, 18.8 mmol) at 0° C. The reaction mixture was allowed to warm to ambient temperature. After 12 hours, the reaction mixture was concentrated under reduced pressure. The residue was purified via chromatography on silica gel to afford 2-[(tert-butoxycarbonyl)amino]-3-ethoxypropyl methanesulfonate. MS ESI calc'd. for C11H24NO6S [M+H]+ 298. found 298. 1H NMR ... Run at time 12 hour. As a reaction SMILES: [CH2:1]([O:3][CH2:4][CH:5]([NH:8][C:9](=[O:15])[O:10][C:11]([CH3:14])([CH3:13])[CH3:12])[CH2:6][OH:7])[CH3:2].[CH3:16][S:17](Cl)(=[O:19])=[O:18]>C(Cl)Cl>[CH3:16][S:17]([O:7][CH2:6][CH:5]([NH:8][C:9]([O:10][C:11]([CH3:14])([CH3:13])[CH3:12])=[O:15])[CH2:4][O:3][CH2:1][CH3:2])(=[O:19])=[O:18]. Starting materials: BrC1=CC2=C(N=C(N=C2N[C@@H](C)C2=NN3C(C(N2C2=CC=CC=C2)=O)=C(C=C3)C)CCCC)S1 ((S)-2-(1-((6-Bromo-2-butylthieno[2,3-d]pyrimidin-4-yl)amino)ethyl)-5-methyl-3-phenylpyrrolo[2,1-f][1,2,4]triazin-4(3H)-one), C([O-])([O-])=O.[K+].[K+] (potassium carbonate), CB1OB(OB(O1)C)C (trimethylboroxine). The reagents and catalysts are C=1C=CC(=CC1)[P](C=2C=CC=CC2)(C=3C=CC=CC3)[Pd]([P](C=4C=CC=CC4)(C=5C=CC=CC5)C=6C=CC=CC6)([P](C=7C=CC=CC7)(C=8C=CC=CC8)C=9C=CC=CC9)[P](C=1C=CC=CC1)(C=1C=CC=CC1)C=1C=CC=CC1 (tetrakis(triphenylphosphine)palladium(0)). The product is C(CCC)C=1N=C(C2=C(N1)SC(=C2)C)N[C@@H](C)C2=NN1C(C(N2C2=CC=CC=C2)=O)=C(C=C1)C ((S)-2-(1-((2-Butyl-6-methylthieno[2,3-d]pyrimidin-4-yl)amino)ethyl)-5-methyl-3-phenylpyrrolo[2,1-f][1,2,4]triazin-4(3H)-one). Isolated yield 36.0%. Reaction SMILES: Br[C:2]1[S:34][C:5]2[N:6]=[C:7]([CH2:30][CH2:31][CH2:32][CH3:33])[N:8]=[C:9]([NH:10][C@H:11]([C:13]3[N:18]([C:19]4[CH:24]=[CH:23][CH:22]=[CH:21][CH:20]=4)[C:17](=[O:25])[C:16]4=[C:26]([CH3:29])[CH:27]=[CH:28][N:15]4[N:14]=3)[CH3:12])[C:4]=2[CH:3]=1.[C:35](=O)([O-])[O-].[K+].[K+].CB1OB(C)OB(C)O1>C1C=CC([P]([Pd]([P](C2C=CC=CC=2)(C2C=CC=CC=2)C2C=CC=CC=2)([P](C2C=CC=CC=2)(C2C=CC=CC=2)C2C=CC=CC=2)[P](C2C=CC=CC=2)(C2C=CC=CC=2)C2C=CC=CC=2)(C2C=CC=CC=2)C2C=CC=CC=2)=CC=1>[CH2:30]([C:7]1[N:8]=[C:9]([NH:10][C@H:11]([C:13]2[N:18]([C:19]3[CH:24]=[CH:23][CH:22]=[CH:21][CH:20]=3)[C:17](=[O:25])[C:16]3=[C:26]([CH3:29])[CH:27]=[CH:28][N:15]3[N:14]=2)[CH3:12])[C:4]2[CH:3]=[C:2]([CH3:35])[S:34][C:5]=2[N:6]=1)[CH2:31][CH2:32][CH3:33] |f:1.2.3,^1:53,55,74,93|. Reported procedure: (S)-2-(1-((6-Bromo-2-butylthieno[2,3-d]pyrimidin-4-yl)amino)ethyl)-5-methyl-3-phenylpyrrolo[2,1-f][1,2,4]triazin-4(3H)-one (obtained as by-product in Preparation 82, 53 mg, 0.10 mmol) was treated with potassium carbonate (273 mg, 1.97 mmol), tetrakis(triphenylphosphine)palladium(0) (11 mg, 0.01 mmol) and trimethylboroxine (124 μl, 0.89 mmol) according to the method described in Example 56. The residue was purified using SP1® Purification System (0% to 35%, hexane-ethyl acetate) to obtain 17 mg (... The reactants are CC1C(CCCC1)N (2-methylcyclohexylamine), ClC1=CC=C2C(=CC=NC2=C1)N1CCNCC1 (7-chloro-4-(piperazin-1-yl)quinoline), ClC(=O)OC1=CC=C(C=C1)[N+](=O)[O-] (4-nitrophenyl chloroformate), C(C)(C)N(CC)C(C)C (diisopropyl(ethyl)amine). Run in C(Cl)Cl.CO (CH2Cl2 MeOH). Yields the product ClC1=CC=C2C(=CC=NC2=C1)N1CCN(CC1)C(=O)NC1C(CCCC1)C (7-Chloro-4-[4-[(2-methylcyclohexyl)aminocarbonyl]piperazin-1-yl]quinoline). Reaction SMILES: [CH3:1][CH:2]1[CH2:7][CH2:6][CH2:5][CH2:4][CH:3]1[NH2:8].Cl[C:10](OC1C=CC([N+]([O-])=O)=CC=1)=[O:11].C(N(C(C)C)CC)(C)C.[Cl:31][C:32]1[CH:41]=[C:40]2[C:35]([C:36]([N:42]3[CH2:47][CH2:46][NH:45][CH2:44][CH2:43]3)=[CH:37][CH:38]=[N:39]2)=[CH:34][CH:33]=1>C(Cl)Cl.CO>[Cl:31][C:32]1[CH:41]=[C:40]2[C:35]([C:36]([N:42]3[CH2:47][CH2:46][N:45]([C:10]([NH:8][CH:3]4[CH2:4][CH2:5][CH2:6][CH2:7][CH:2]4[CH3:1])=[O:11])[CH2:44][CH2:43]3)=[CH:37][CH:38]=[N:39]2)=[CH:34][CH:33]=1 |f:4.5|. Procedure details: As described for example 78, 2-methylcyclohexylamine (170 mg, 1.5 mmol), 4-nitrophenyl chloroformate (302 mg, 1.5 mmol), diisopropyl(ethyl)amine (469 mg, 3.7 mmol), and 7-chloro-4-(piperazin-1-yl)quinoline (248 mg, 1.0 mmol) are reacted affording the title product after flash chromatography with CH2Cl2-MeOH.